This data is from the Open Reaction Database (ORD), a public repository of structured organic reaction records. The task is: describe an organic reaction: reactants, conditions, products, and yield Reactants: NC1=NN2C(N=C(C=C2Cl)C)=N1 (2-amino-7-chloro-5-methyl -s-triazolo[1,5-a]pyrimidine), [SH-].[Na+] (sodium hydrosulfide). Run in O (water). Yields the product NC1=NN2C(N=C(C=C2S)C)=N1 (2-amino-7-mercapto-5-methyl-s-triazolo[1,5-a]pyrimidine). Yield: 74.3%. As a reaction SMILES: [NH2:1][C:2]1[N:12]=[C:5]2[N:6]=[C:7]([CH3:11])[CH:8]=[C:9](Cl)[N:4]2[N:3]=1.[SH-:13].[Na+]>O>[NH2:1][C:2]1[N:12]=[C:5]2[N:6]=[C:7]([CH3:11])[CH:8]=[C:9]([SH:13])[N:4]2[N:3]=1 |f:1.2|. Procedure: The product obtained in Step 1 (15 g) was added all at once at room temperature to a solution of 12 g of sodium hydrosulfide in 300 ml of water with stirring under a nitrogen stream. The mixture was stirred at room temperature for one hour, the insoluble matters were removed by filtration, the pH was adjusted to 1.0 with concentrated hydrochloric acid, and the formed crystals were collected by filtration and washed twice with 20 ml water, affording 11 g of the objective compound as yellow crysta...